This data is from the Open Reaction Database (ORD), a public repository of structured organic reaction records. The task is: describe an organic reaction: reactants, conditions, products, and yield The reactants are O=CC1=CC(O)=C(OC)C=C1 (Isovanillin), C1CC2CC1CC2Br (exo-2-bromonorbornane), CN(C=O)C (dimethylformamide), C([O-])([O-])=O.[K+].[K+] (Potassium carbonate). Solvent: O (water). Conditions: temperature 80 celsius. Yields the product C12C(CC(CC1)C2)OC=2C=C(C=O)C=CC2OC (3-(Bicyclo[2.2.1]hept-2-yloxy)-4-Methoxybenzaldehyde). The yield is 87.2%. Reaction SMILES: [O:1]=[CH:2][C:3]1[CH:11]=[CH:10][C:7]([O:8][CH3:9])=[C:5]([OH:6])[CH:4]=1.CN(C)C=O.C(=O)([O-])[O-].[K+].[K+].[CH2:23]1[CH:27]2[CH2:28][CH:29](Br)[CH:25]([CH2:26]2)[CH2:24]1>O>[CH:25]12[CH2:26][CH:27]([CH2:28][CH2:29]1)[CH2:23][CH:24]2[O:6][C:5]1[CH:4]=[C:3]([CH:11]=[CH:10][C:7]=1[O:8][CH3:9])[CH:2]=[O:1] |f:2.3.4|. Procedure details: Isovanillin (50 g, 0.328 mol) is placed in a 1 liter round bottom flask which is equipped with a stir bar and reflux condensor and is charged with 500 ml of dimethylformamide. Potassium carbonate (45.3 g, 0.328 mol) is added to the reaction mixture which is heated to 80° C. At this temperature exo-2-bromonorbornane (12.57 g, 0.072 mol, 0.219 equivalents) is added and the reaction mixture is heated to 120° C. for 48 hours. The reaction is then cooled to room temperature and poured into 300 ml of ... Reactants: C([O-])(O)=O.[Na+] (sodium bicarbonate), ClC1=C(C=NC2=CN=C(C=C12)F)C#N (4-chloro-6-fluoro-[1.7]naphthyridine-3-carbonitrile), O(C1=CC=CC=C1)C1=CC=C(N)C=C1 (4-phenoxyaniline). The solvent is [Cl-].[Na+].O (brine), CO (methanol). Yields the product FC=1C=C2C(=C(C=NC2=CN1)C#N)NC1=CC=C(C=C1)OC1=CC=CC=C1 (6-fluoro-4-(4-phenoxy-phenylamino)-[1.7]naphthyridine-3-carbonitrile). The yield is 68.4%. RXN SMILES: Cl[C:2]1[C:11]2[C:6](=[CH:7][N:8]=[C:9]([F:12])[CH:10]=2)[N:5]=[CH:4][C:3]=1[C:13]#[N:14].[O:15]([C:22]1[CH:28]=[CH:27][C:25]([NH2:26])=[CH:24][CH:23]=1)[C:16]1[CH:21]=[CH:20][CH:19]=[CH:18][CH:17]=1.C(=O)(O)[O-].[Na+]>CO.[Cl-].[Na+].O>[F:12][C:9]1[CH:10]=[C:11]2[C:6](=[CH:7][N:8]=1)[N:5]=[CH:4][C:3]([C:13]#[N:14])=[C:2]2[NH:26][C:25]1[CH:24]=[CH:23][C:22]([O:15][C:16]2[CH:21]=[CH:20][CH:19]=[CH:18][CH:17]=2)=[CH:28][CH:27]=1 |f:2.3,5.6.7|. Procedure: To 2.0 g of 4-chloro-6-fluoro-[1.7]naphthyridine-3-carbonitrile in 50 mL of methanol was added 2.2 g of 4-phenoxyaniline. After stirring the reaction under an inert atmosphere for 18 hr, the reaction mixture was poured into a mixture of brine and saturated aqueous sodium bicarbonate and the resultant crystals filtered and washed with water. The product was then recrystallized from chloroformhexanes. Drying in vacuo yielded 2.35 g (69%) of 6-fluoro-4-(4-phenoxy-phenylamino)-[1.7]naphthyridine-3-c... Reactants: [BH4-], COc1cc2ncc(C=O)nc2cc1OC, NC1CCCCC1, [Na+]. Yields the product COc1cc2ncc(CNC3CCCCC3)nc2cc1OC. As a reaction SMILES: [BH4-:24].[CH3:1][O:2][c:3]1[cH:4][c:5]2[n:6][cH:7][c:8]([CH:15]=[O:16])[n:9][c:10]2[cH:11][c:12]1[O:13][CH3:14].[NH2:17][CH:18]1[CH2:19][CH2:20][CH2:21][CH2:22][CH2:23]1.[Na+:25]>>[CH3:1][O:2][c:3]1[cH:4][c:5]2[n:6][cH:7][c:8]([CH2:15][NH:17][CH:18]3[CH2:19][CH2:20][CH2:21][CH2:22][CH2:23]3)[n:9][c:10]2[cH:11][c:12]1[O:13][CH3:14]. The reactants are CO, [H][H], O=C(c1ccc([N+](=O)[O-])cc1)N1Cc2ccccc2Sc2ccccc21. Product: Nc1ccc(C(=O)N2Cc3ccccc3Sc3ccccc32)cc1. As a reaction SMILES: [CH3:29][OH:30].[H:27][H:28].[N+:1]([O-:2])(=[O:3])[c:4]1[cH:5][cH:6][c:7]([C:8](=[O:9])[N:10]2[c:11]3[c:12]([cH:21][cH:22][cH:23][cH:24]3)[S:13][c:14]3[c:15]([cH:17][cH:18][cH:19][cH:20]3)[CH2:16]2)[cH:25][cH:26]1>>[NH2:1][c:4]1[cH:5][cH:6][c:7]([C:8](=[O:9])[N:10]2[c:11]3[c:12]([cH:21][cH:22][cH:23][cH:24]3)[S:13][c:14]3[c:15]([cH:17][cH:18][cH:19][cH:20]3)[CH2:16]2)[cH:25][cH:26]1. As a reaction SMILES: ClC1C(OCC2(C#N)CCCCC2)=C[C:5](F)=[C:6]([CH:14]=1)C(OC(C)(C)C)=O.Cl[C:27]1[C:28]([O:38][CH:39]2[CH2:46][CH2:45][C:42]3([CH2:44][CH2:43]3)[CH2:41][CH2:40]2)=[CH:29][C:30]([F:37])=[C:31]([CH:36]=1)[C:32]([O:34][CH3:35])=[O:33]>>[CH:14]1([C:27]2[C:28]([O:38][CH:39]3[CH2:46][CH2:45][C:42]4([CH2:44][CH2:43]4)[CH2:41][CH2:40]3)=[CH:29][C:30]([F:37])=[C:31]([CH:36]=2)[C:32]([O:34][CH3:35])=[O:33])[CH2:6][CH2:5]1. Yields the product C1(CC1)C=1C(=CC(=C(C(=O)OC)C1)F)OC1CCC2(CC2)CC1 (methyl 5-cyclopropyl-2-fluoro-4-(spiro[2.5]octan-6-yloxy)benzoate), syrup. Procedure details: Following the procedure as described in Example 374 Step 3 and making non-critical variations to replace tert-butyl 5-chloro-4-((1-cyanocyclohexyl)methoxy)-2-fluorobenzoate with methyl 5-chloro-2-fluoro-4-(spiro[2.5]octan-6-yloxy)benzoate, the title compound was obtained as a colorless syrup (0.389 g, 72% yield): 1H NMR (300 MHz, CDCl3) δ 7.42 (d, J=8.5 Hz, 1H), 6.56 (d, J=13.0 Hz, 1H), 4.46-4.39 (m, 1H), 3.86 (s, 3H), 2.10-2.01 (m, 1H), 1.99-1.90 (m, 2H), 1.86-1.76 (m, 2H), 1.54-1.24 (m, 4H), 0... The reactants are ClC=1C(=CC(=C(C(=O)OC(C)(C)C)C1)F)OCC1(CCCCC1)C#N (tert-butyl 5-chloro-4-((1-cyanocyclohexyl)methoxy)-2-fluorobenzoate), ClC=1C(=CC(=C(C(=O)OC)C1)F)OC1CCC2(CC2)CC1 (methyl 5-chloro-2-fluoro-4-(spiro[2.5]octan-6-yloxy)benzoate). Isolated yield 72.0%.